From a dataset of the Open Reaction Database (ORD), a public repository of structured organic reaction records. describe an organic reaction: reactants, conditions, products, and yield Reactants: ClC=1N=C(C2=C(N1)C=CC(=N2)C2=CC(=C(C=C2)OC)OC)N2C(CNCC2)C(NC2=CC(=CC=C2)C)=O (2-chloro-4-[(N-3-methyl-phenylcarbamoyl)-piperazin-1-yl]-6-(3,4-dimethoxyphenyl)-pyrido[3,2-d]pyrimidine), C(=O)([O-])[O-].[K+].[K+] (K2CO3), ClC=1C=C(N)C=CC1F (3-chloro-4-fluoroaniline), mixture. Procedure details: A suspension of 2-chloro-4-[(N-3-methyl-phenylcarbamoyl)-piperazin-1-yl]-6-(3,4-dimethoxyphenyl)-pyrido[3,2-d]pyrimidine (106 mg, 0.20 mmole), K2CO3 (62 mg, 0.45 mmole) and 3-chloro-4-fluoroaniline (60 mg 0.40 mmole) in a 1,4-dioxane/t-BuOH 5:1 mixture (2 ml) was purged with nitrogen for 15 minutes. Thereafter, tetrakis(triphenylphosphine)palladium(0) (28 mg, 24 μmol) was added and the reaction mixture was heated at reflux under a N2 atmosphere for 20 hours. Upon cooling, the mixture was partiti... Run in O1CCOCC1.CC(C)(C)O (1,4-dioxane t-BuOH). The yield is 47.8%. RXN SMILES: Cl[C:2]1[N:3]=[C:4]([N:22]2[CH2:27][CH2:26][NH:25][CH2:24][CH:23]2[C:28](=[O:37])[NH:29][C:30]2[CH:35]=[CH:34][CH:33]=[C:32]([CH3:36])[CH:31]=2)[C:5]2[N:11]=[C:10]([C:12]3[CH:17]=[CH:16][C:15]([O:18][CH3:19])=[C:14]([O:20][CH3:21])[CH:13]=3)[CH:9]=[CH:8][C:6]=2[N:7]=1.C([O-])([O-])=O.[K+].[K+].[Cl:44][C:45]1[CH:46]=[C:47]([CH:49]=[CH:50][C:51]=1[F:52])[NH2:48]>C1C=CC([P]([Pd]([P](C2C=CC=CC=2)(C2C=CC=CC=2)C2C=CC=CC=2)([P](C2C=CC=CC=2)(C2C=CC=CC=2)C2C=CC=CC=2)[P](C2C=CC=CC=2)(C2C=CC=CC=2)C2C=CC=CC=2)(C2C=CC=CC=2)C2C=CC=CC=2)=CC=1.O1CCOCC1.CC(O)(C)C>[Cl:44][C:45]1[CH:46]=[C:47]([CH:49]=[CH:50][C:51]=1[F:52])[NH:48][C:2]1[N:3]=[C:4]([N:22]2[CH2:27][CH2:26][NH:25][CH2:24][CH:23]2[C:28](=[O:37])[NH:29][C:30]2[CH:35]=[CH:34][CH:33]=[C:32]([CH3:36])[CH:31]=2)[C:5]2[N:11]=[C:10]([C:12]3[CH:17]=[CH:16][C:15]([O:18][CH3:19])=[C:14]([O:20][CH3:21])[CH:13]=3)[CH:9]=[CH:8][C:6]=2[N:7]=1 |f:1.2.3,6.7,^1:56,58,77,96|. Reagents/catalysts: C=1C=CC(=CC1)[P](C=2C=CC=CC2)(C=3C=CC=CC3)[Pd]([P](C=4C=CC=CC4)(C=5C=CC=CC5)C=6C=CC=CC6)([P](C=7C=CC=CC7)(C=8C=CC=CC8)C=9C=CC=CC9)[P](C=1C=CC=CC1)(C=1C=CC=CC1)C=1C=CC=CC1 (tetrakis(triphenylphosphine)palladium(0)). Product: ClC=1C=C(NC=2N=C(C3=C(N2)C=CC(=N3)C3=CC(=C(C=C3)OC)OC)N3C(CNCC3)C(NC3=CC(=CC=C3)C)=O)C=CC1F ((3-chloro-4-fluoro-anilino)-4-[(N-3-methylphenylcarbamoyl)-piperazin-1-yl]-6-(3,4-dimethoxyphenyl)-pyrido[3,2-d]pyrimidine). Reactants: FC1=CC=C(C=C1)N1C=C(C(C2=CC(=CC=C12)C#C[Si](C)(C)C)=O)C(=O)OCC (Ethyl 1-(4-fluorophenyl)-4-oxo-6-((trimethylsilyl)ethynyl)-1,4-dihydroquinoline-3-carboxylate), solution, CCCC[N+](CCCC)(CCCC)CCCC.[F-] (TBAF). The solvent is C1CCOC1 (THF), C1CCOC1 (THF). Yields the product C(#C)C=1C=C2C(C(=CN(C2=CC1)C1=CC=C(C=C1)F)C(=O)OCC)=O (Ethyl 6-ethynyl-1-(4-fluorophenyl)-4-oxo-1,4-dihydroquinoline-3-carboxylate). Yield: 65.6%. RXN SMILES: [F:1][C:2]1[CH:7]=[CH:6][C:5]([N:8]2[C:17]3[C:12](=[CH:13][C:14]([C:18]#[C:19][Si](C)(C)C)=[CH:15][CH:16]=3)[C:11](=[O:24])[C:10]([C:25]([O:27][CH2:28][CH3:29])=[O:26])=[CH:9]2)=[CH:4][CH:3]=1.CCCC[N+](CCCC)(CCCC)CCCC.[F-]>C1COCC1>[C:18]([C:14]1[CH:13]=[C:12]2[C:17](=[CH:16][CH:15]=1)[N:8]([C:5]1[CH:6]=[CH:7][C:2]([F:1])=[CH:3][CH:4]=1)[CH:9]=[C:10]([C:25]([O:27][CH2:28][CH3:29])=[O:26])[C:11]2=[O:24])#[CH:19] |f:1.2|. Procedure details: To a solution of Compound Q (205 mg, 0.5 mmol) in THF (2.5 mL) was added a 1M solution of TBAF in THF (554 μL, 0.55 mmol). After thirty minutes the reaction was concentrated in vacuo. Purification by flash chromatography on silica gel afforded 110 mg (65%) of the title compound. 1H NMR (400 MHz, DMSO-d6) δ 8.47 (s, 1H), 8.28 (d, J=1.84 Hz, 1H), 7.77-7.69 (m, 3H), 7.54-7.5 (m, 2H), 6.67 (d, J=8.8 Hz, 1H), 4.22-4.19 (m, 3H), 1.28-1.23 (m, 3H); ES-MS [M+1]+: 336.3. The reactants are FC=1C=C(C=CC1C)CC(C=O)(C)C (3-(3-fluoro-4-methylphenyl)-2,2-dimethylpropanal), Cl (HCl), C[Si](C)(C)[N-][Si](C)(C)C.[Li+] (lithium bis(trimethylsilyl)amide), [Cl-].COC[P+](C1=CC=CC=C1)(C1=CC=CC=C1)C1=CC=CC=C1 (methoxy methyl triphenyl phosphonium chloride). Solvent: C1CCOC1 (THF), C1CCOC1 (THF), C1CCOC1 (THF). Conditions: time 15 minute. The product is FC=1C=C(C=CC1C)CC(CC=O)(C)C (4-(3-fluoro-4-methylphenyl)-3,3-dimethylbutanal). As a reaction SMILES: C[Si]([N-][Si](C)(C)C)(C)C.[Li+].[Cl-].[CH3:12][O:13]C[P+](C1C=CC=CC=1)(C1C=CC=CC=1)C1C=CC=CC=1.[F:34][C:35]1[CH:36]=[C:37]([CH2:42][C:43]([CH3:47])([CH3:46])[CH:44]=O)[CH:38]=[CH:39][C:40]=1[CH3:41].Cl>C1COCC1>[F:34][C:35]1[CH:36]=[C:37]([CH2:42][C:43]([CH3:47])([CH3:46])[CH2:44][CH:12]=[O:13])[CH:38]=[CH:39][C:40]=1[CH3:41] |f:0.1,2.3|. Reported procedure: A solution of lithium bis(trimethylsilyl)amide (55 ml, 55 mmol, 1M in THF) was added to a mixture methoxy methyl triphenyl phosphonium chloride (18.9 g, 55 mmol) in 65 ml THF dropwise at 0° C. and stirred for 15 min. It was added to a mixture of the product of STEP 3 (7.3 g, 34.7 mmol) in 35 ml THF dropwise at 0° C. After 5 min, the reaction was quenched with H2O. The product was extracted with ethyl acetate. The aqueous layer was extracted with ethyl acetate. The combined organic layer was wash... Reactants: ClC=1C=C(C=CC1Cl)CCC(=O)N (3-(3,4-dichlorophenyl)propionic acid amide), C(CCC)[SnH](CCCC)CCCC (tri-n-butyltin hydride), tetrakistriphenylphosphine palladium(0). The solvent is O1CCCC1 (tetrahydrofuran), O1CCCC1 (tetrahydrofuran). Conditions: time 30 minute. Product: C(CCC)[Sn](\C(\C(=O)N)=C\C1=CC(=C(C=C1)Cl)Cl)(CCCC)CCCC ((E)-2-(tributylstannyl)-3-(3,4-dichlorophenyl)acrylamide). The yield is 24.4%. As a reaction SMILES: [Cl:1][C:2]1[CH:3]=[C:4]([CH2:9][CH2:10][C:11]([NH2:13])=[O:12])[CH:5]=[CH:6][C:7]=1[Cl:8].[CH2:14]([SnH:18]([CH2:23][CH2:24][CH2:25][CH3:26])[CH2:19][CH2:20][CH2:21][CH3:22])[CH2:15][CH2:16][CH3:17]>O1CCCC1>[CH2:23]([Sn:18]([CH2:14][CH2:15][CH2:16][CH3:17])([CH2:19][CH2:20][CH2:21][CH3:22])/[C:10](=[CH:9]/[C:4]1[CH:5]=[CH:6][C:7]([Cl:8])=[C:2]([Cl:1])[CH:3]=1)/[C:11]([NH2:13])=[O:12])[CH2:24][CH2:25][CH3:26]. Procedure: 3-(3,4-dichlorophenyl)propionic acid amide (21 mg, 0.1 mmol) prepared in the same manner as in Reference Synthetic Example 8 was dissolved in tetrahydrofuran (2 ml) in nitrogen atmosphere, and under cooling with ice, tetrakistriphenylphosphine palladium(0) (5 mg, 0.004 mmol) was added, and then a tetrahydrofuran solution (0.5 ml) of tri-n-butyltin hydride (35 μl, 0.13 mmol) was dropwise added. After stirring for 30 minutes, the solution was concentrated under reduced pressure, and the residue wa... Reactants: O1C2=C(C(=C1)CCN1CCC(CC1)C1=CNC3=CC=CC=C13)C=CC1=CC=CC=C12 (3-{1-(2-naphtho[1,2-b]furan-3-yl-ethyl)-piperidin-4-yl]-1H-indole). Reagents/catalysts: [Pd] (Pd/C). The solvent is C(C)O (ethanol). Yields the product O1C2=C(C(=C1)CCN1CCC(CC1)C1=CNC3=CC=CC=C13)C=CC1=CC=CC=C12.CCCCCC (hexane 3-{1-(2-naphtho[1,2-b]furan-3-yl-ethyl)-piperidin-4-yl]-1H-indole). Reaction SMILES: [O:1]1[CH:5]=[C:4]([CH2:6][CH2:7][N:8]2[CH2:13][CH2:12][CH:11]([C:14]3[C:22]4[C:17](=[CH:18][CH:19]=[CH:20][CH:21]=4)[NH:16][CH:15]=3)[CH2:10][CH2:9]2)[C:3]2[CH:23]=[CH:24][C:25]3[C:30]([C:2]1=2)=[CH:29][CH:28]=[CH:27][CH:26]=3>C(O)C.[Pd]>[O:1]1[CH:5]=[C:4]([CH2:6][CH2:7][N:8]2[CH2:13][CH2:12][CH:11]([C:14]3[C:22]4[C:17](=[CH:18][CH:19]=[CH:20][CH:21]=4)[NH:16][CH:15]=3)[CH2:10][CH2:9]2)[C:3]2[CH:23]=[CH:24][C:25]3[C:30]([C:2]1=2)=[CH:29][CH:28]=[CH:27][CH:26]=3.[CH3:29][CH2:30][CH2:2][CH2:3][CH2:4][CH3:5] |f:3.4|. Procedure: 3-{1-(2-naphtho[1,2-b]furan-3-yl-ethyl)-piperidin-4-yl]-1H-indole (197 mg, 0.5 mmol) obtained from step 6, was hydrogenated over 10% Pd/C in ethanol at 40 psi pressure. At the end, reaction mixture was filtered through a pad of celite and concentrated. The product obtained was purified by silica-gel column chromatography by eluting it with 70% ethyl acetate:hexane 3-{1-(2-naphtho[1,2-b]furan-3-yl-ethyl)-piperidin-4-yl]-1H-indole was isolated as yellow solid; Yield: 160 mg (81%); 395 (M+H); 1H NM... The reactants are Cc1ccccc1, Cc1ncc(C(=O)O)s1, O=C(Cl)Cl. Yields the product Cc1ncc(C(=O)O)s1, [Cl-]. RXN SMILES: [CH3:14][c:15]1[cH:16][cH:17][cH:18][cH:19][cH:20]1.[CH3:1][c:2]1[s:3][c:4]([C:7](=[O:8])[OH:9])[cH:5][n:6]1.[Cl:10][C:11](=[O:12])[Cl:13]>>[CH3:1][c:2]1[s:3][c:4]([C:7](=[O:8])[OH:9])[cH:5][n:6]1.[Cl-:10]. Isolated yield 100.3%. The product is COC=1C=CC=C2CN(C(C12)=O)C[C@@H]1N(CCC(C1)=O)[C@@H](C)C1=CC=CC=C1 (2-(R)-(7-methoxy-2,3-dihydro-isoindol-1-one-2-ylmethyl)-4-oxo-1 (1-(S)-phenyl-ethyl)-piperidine). The reactants are COC=1C=CC=C2CN(C(C12)=O)C[C@@H]1N(CCC(C1)(OCC)OCC)[C@@H](C)C1=CC=CC=C1 (2-(R)-(7-Methoxy-2,3-dihydro-isoindol-1-one-2-ylmethyl)-4,4-diethoxy-1 (1-(S)-phenyl-ethyl)-piperidine), C([O-])([O-])=O.[Na+].[Na+] (sodium carbonate). Run at time 0.5 hour. Reported procedure: 2-(R)-(7-Methoxy-2,3-dihydro-isoindol-1-one-2-ylmethyl)-4,4-diethoxy-1 (1-(S)-phenyl-ethyl)-piperidine (2.0 g, 4.4 mmol) was dissolved in a ice cold mixture of trifluoroacetic acid and water (10 ml, 9:1) and stirred or 0.5 hour on an ice bath. The reaction mixture was poured on aqueous sodium carbonate (100 ml) and extracted with dichloromethane (2×50 ml). The organic phase was dried (MgSO4), filtered and evaporated in vacuo, affording 1.67 g (100%) of 2-(R)-(7-methoxy-2,3-dihydro-isoindol-1-one... RXN SMILES: [CH3:1][O:2][C:3]1[CH:4]=[CH:5][CH:6]=[C:7]2[C:11]=1[C:10](=[O:12])[N:9]([CH2:13][C@H:14]1[CH2:19][C:18](OCC)([O:20]CC)[CH2:17][CH2:16][N:15]1[C@H:26]([C:28]1[CH:33]=[CH:32][CH:31]=[CH:30][CH:29]=1)[CH3:27])[CH2:8]2.C(=O)([O-])[O-].[Na+].[Na+]>FC(F)(F)C(O)=O.O>[CH3:1][O:2][C:3]1[CH:4]=[CH:5][CH:6]=[C:7]2[C:11]=1[C:10](=[O:12])[N:9]([CH2:13][C@H:14]1[CH2:19][C:18](=[O:20])[CH2:17][CH2:16][N:15]1[C@H:26]([C:28]1[CH:33]=[CH:32][CH:31]=[CH:30][CH:29]=1)[CH3:27])[CH2:8]2 |f:1.2.3|. Solvent: ice, FC(C(=O)O)(F)F (trifluoroacetic acid), O (water). Starting materials: Cc1cc(C)nc(N2CCN(c3ccc(N)cc3)CC2)c1, Cc1ccccc1, O=C(Cl)C(=O)c1c(-c2ccccc2)cc2n1CCCC2, c1ccncc1. Product: Cc1cc(C)nc(N2CCN(c3ccc(NC(=O)C(=O)c4c(-c5ccccc5)cc5n4CCCC5)cc3)CC2)c1. Reaction SMILES: [CH3:21][c:22]1[cH:23][c:24]([N:29]2[CH2:30][CH2:31][N:32]([c:35]3[cH:36][cH:37][c:38]([NH2:41])[cH:39][cH:40]3)[CH2:33][CH2:34]2)[n:25][c:26]([CH3:28])[cH:27]1.[CH3:48][c:49]1[cH:50][cH:51][cH:52][cH:53][cH:54]1.[O:1]=[C:2]([C:3](=[O:4])[Cl:5])[c:6]1[c:7](-[c:15]2[cH:16][cH:17][cH:18][cH:19][cH:20]2)[cH:8][c:9]2[n:14]1[CH2:13][CH2:12][CH2:11][CH2:10]2.[cH:42]1[cH:43][cH:44][n:45][cH:46][cH:47]1>>[O:1]=[C:2]([C:3](=[O:4])[NH:41][c:38]1[cH:37][cH:36][c:35]([N:32]2[CH2:31][CH2:30][N:29]([c:24]3[cH:23][c:22]([CH3:21])[cH:27][c:26]([CH3:28])[n:25]3)[CH2:34][CH2:33]2)[cH:40][cH:39]1)[c:6]1[c:7](-[c:15]2[cH:16][cH:17][cH:18][cH:19][cH:20]2)[cH:8][c:9]2[n:14]1[CH2:13][CH2:12][CH2:11][CH2:10]2. Starting materials: COc1cccc(Nc2c(C(N)=O)cnc3c(C)cc(S(=O)(=O)c4cccc(C(=O)Nc5ccc(-c6ccc(CCCCNCC(O[Si](C)(C)C(C)(C)C)c7ccc(O)c8c7OCC(=O)N8)cc6)cc5)c4)cc23)c1, COc1cccc(Nc2c(C(N)=O)cnc3c(C)cc(S(=O)(=O)c4cccc(C(=O)Nc5ccc(C#CCCC=O)cc5C)c4)cc23)c1. Yields the product COc1cccc(Nc2c(C(N)=O)cnc3c(C)cc(S(=O)(=O)c4cccc(C(=O)Nc5ccc(C#CCCCNCC(O[Si](C)(C)C(C)(C)C)c6ccc(O)c7c6OCC(=O)N7)cc5C)c4)cc23)c1. RXN SMILES: [C:1]([CH3:2])([CH3:3])([CH3:4])[Si:5]([O:6][CH:7]([CH2:8][NH:9][CH2:10][CH2:11][CH2:12][CH2:13][c:14]1[cH:15][cH:16][c:17](-[c:18]2[cH:19][cH:20][c:21]([NH:22][C:23]([c:24]3[cH:25][c:26]([S:27]([c:28]4[cH:29][c:30]5[c:31]([c:32]([CH3:33])[cH:34]4)[n:35][cH:36][c:37]([C:38]([NH2:39])=[O:40])[c:41]5[NH:42][c:43]4[cH:44][cH:45][cH:46][c:47]([O:48][CH3:49])[cH:50]4)(=[O:51])=[O:52])[cH:53][cH:54][cH:55]3)=[O:56])[cH:57][cH:58]2)[cH:59][cH:60]1)[c:61]1[cH:62][cH:63][c:64]([OH:72])[c:65]2[c:66]1[O:67][CH2:68][C:69](=[O:71])[NH:70]2)([CH3:73])[CH3:74].[CH3:75][O:76][c:77]1[cH:78][c:79]([NH:83][c:84]2[c:85]([C:120](=[O:121])[NH2:122])[cH:86][n:87][c:88]3[c:89]([CH3:119])[cH:90][c:91]([S:94](=[O:95])(=[O:96])[c:97]4[cH:98][c:99]([C:103]([NH:104][c:105]5[c:106]([CH3:117])[cH:107][c:108]([C:111]#[C:112][CH2:113][CH2:114][CH:115]=[O:116])[cH:109][cH:110]5)=[O:118])[cH:100][cH:101][cH:102]4)[cH:92][c:93]23)[cH:80][cH:81][cH:82]1>>[C:1]([CH3:2])([CH3:3])([CH3:4])[Si:5]([O:6][CH:7]([CH2:8][NH:9][CH2:10][CH2:11][CH2:12][C:112]#[C:111][c:108]1[cH:107][c:106]([CH3:117])[c:105]([NH:104][C:103]([c:99]2[cH:98][c:97]([S:94]([c:91]3[cH:90][c:89]([CH3:119])[c:88]4[n:87][cH:86][c:85]([C:120](=[O:121])[NH2:122])[c:84]([NH:83][c:79]5[cH:78][c:77]([O:76][CH3:75])[cH:82][cH:81][cH:80]5)[c:93]4[cH:92]3)(=[O:95])=[O:96])[cH:102][cH:101][cH:100]2)=[O:118])[cH:110][cH:109]1)[c:61]1[cH:62][cH:63][c:64]([OH:72])[c:65]2[c:66]1[O:67][CH2:68][C:69](=[O:71])[NH:70]2)([CH3:73])[CH3:74]. The reactants are FC(C(=O)O)(F)F.C(C)S(=O)(=O)N1CCC(CC1)C1=CNC2=C(C=C(C=C12)C1=CC(=CC(=C1)CNC)F)C(=O)N (3-[1-(ethylsulfonyl)-4-piperidinyl]-5-{3-fluoro-5-[(methylamino)methyl]phenyl}-1H-indole-7-carboxamide trifluoroacetate), CN (methanamine). The product is FC(C(=O)O)(F)F.C(C)S(=O)(=O)N1CCC(CC1)C1=CNC2=C(C=C(C=C12)C1=CC(=CC(=C1)CN1CCCC1)F)C(=O)N (3-[1-(ethylsulfonyl)-4-piperidinyl]-5-[3-fluoro-5-(1-pyrrolidinylmethyl)phenyl]-1H-indole-7-carboxamide trifluoroacetate). Isolated yield 41.0%. RXN SMILES: [F:1][C:2]([F:7])([F:6])[C:3]([OH:5])=[O:4].[CH2:8]([S:10]([N:13]1[CH2:18][CH2:17][CH:16]([C:19]2[C:27]3[C:22](=[C:23]([C:38]([NH2:40])=[O:39])[CH:24]=[C:25]([C:28]4[CH:33]=[C:32]([CH2:34][NH:35][CH3:36])[CH:31]=[C:30]([F:37])[CH:29]=4)[CH:26]=3)[NH:21][CH:20]=2)[CH2:15][CH2:14]1)(=[O:12])=[O:11])[CH3:9].[CH3:41]N>>[F:1][C:2]([F:7])([F:6])[C:3]([OH:5])=[O:4].[CH2:8]([S:10]([N:13]1[CH2:18][CH2:17][CH:16]([C:19]2[C:27]3[C:22](=[C:23]([C:38]([NH2:40])=[O:39])[CH:24]=[C:25]([C:28]4[CH:33]=[C:32]([CH2:34][N:35]5[CH2:3][CH2:2][CH2:41][CH2:36]5)[CH:31]=[C:30]([F:37])[CH:29]=4)[CH:26]=3)[NH:21][CH:20]=2)[CH2:15][CH2:14]1)(=[O:11])=[O:12])[CH3:9] |f:0.1,3.4|. Procedure: The title compound was prepared according to the general procedure of 3-[1-(ethylsulfonyl)-4-piperidinyl]-5-{3-fluoro-5-[(methylamino)methyl]phenyl}-1H-indole-7-carboxamide trifluoroacetate, substituting pyrrolidine (20.4 mg, 0.42 mmol) for methanamine to afford 18 mg of the title compound (41%).